This data is from the Open Reaction Database (ORD), a public repository of structured organic reaction records. The task is: describe an organic reaction: reactants, conditions, products, and yield Product: ClC=1C=CC2=C(C(C=3NC(=CC(C3O2)=O)C(=O)OC)=O)C1 (Methyl 8-chloro-4,10-dihydro-4,10-dioxo-1H-1-benzopyrano[3,2-b]pyridine-2-carboxylate). As a reaction SMILES: [Cl:1][C:2]1[CH:3]=[CH:4][C:5]2[O:10][CH:9]=[C:8]([NH:11][C:12](=[CH:17][C:18]([O:20]C)=O)[C:13]([O:15][CH3:16])=[O:14])[C:7](=[O:22])[C:6]=2[CH:23]=1.C1(OC2C=CC=CC=2)C=CC=CC=1>>[Cl:1][C:2]1[CH:3]=[CH:4][C:5]2[O:10][C:9]3[C:18](=[O:20])[CH:17]=[C:12]([C:13]([O:15][CH3:16])=[O:14])[NH:11][C:8]=3[C:7](=[O:22])[C:6]=2[CH:23]=1. Isolated yield 79.3%. Procedure details: Dimethyl 2-[(6-chloro-4-oxo-4H-1-benzopyran-3-yl)amino]-2-butenedioate (1.0 g, 0.0033 mole) was added to diphenyl ether (25 ml) at 200°. The reaction mixture was refluxed for 10 min. (bath temperature 260°-280°). The product, which crystallized out on cooling, was filtered off and washed with ether. Recrystallization from DMF gave white crystals (0.8 g, 88%), m.p. 300°-305°. Reactants: ClC=1C=CC2=C(C(C(=CO2)NC(C(=O)OC)=CC(=O)OC)=O)C1 (Dimethyl 2-[(6-chloro-4-oxo-4H-1-benzopyran-3-yl)amino]-2-butenedioate), C1(=CC=CC=C1)OC1=CC=CC=C1 (diphenyl ether). Starting materials: [Na+].[Cl-] (NaCl), BrC=1C(=NC(=NC1)NC1=CC=C(C=C1)S(=O)(=NC(=O)OCC)C)N[C@@H](C(C)(C)O)C ((RS)-S-[4-({5-bromo-4-[(R)-(2-hydroxy-1,2-dimethylpropyl)amino]pyrimidin-2-yl}amino)phenyl]-N-(ethoxycarbonyl)-S-methyl sulfoximide), solution, CC[O-].[Na+] (NaOEt). Solvent: C(C)O (ethanol), C(C)O (ethanol). The product is BrC=1C(=NC(=NC1)NC1=CC=C(C=C1)S(=O)(=N)C)N[C@@H](C(C)(C)O)C ((RS)-S-[4-({5-bromo-4-[(R)-(2-hydroxy-1,2-dimethylpropyl)amino]pyrimidin-2-yl}amino)phenyl]-S-methyl sulfoximide). As a reaction SMILES: [Br:1][C:2]1[C:3]([NH:24][C@H:25]([CH3:30])[C:26]([OH:29])([CH3:28])[CH3:27])=[N:4][C:5]([NH:8][C:9]2[CH:14]=[CH:13][C:12]([S:15]([CH3:23])(=[N:17]C(OCC)=O)=[O:16])=[CH:11][CH:10]=2)=[N:6][CH:7]=1.CC[O-].[Na+].[Na+].[Cl-]>C(O)C>[Br:1][C:2]1[C:3]([NH:24][C@H:25]([CH3:30])[C:26]([OH:29])([CH3:27])[CH3:28])=[N:4][C:5]([NH:8][C:9]2[CH:14]=[CH:13][C:12]([S:15]([CH3:23])(=[NH:17])=[O:16])=[CH:11][CH:10]=2)=[N:6][CH:7]=1 |f:1.2,3.4|. Reported procedure: 1.65 g (3.30 mmol) of (RS)-S-[4-({5-bromo-4-[(R)-(2-hydroxy-1,2-dimethylpropyl)amino]pyrimidin-2-yl}amino)phenyl]-N-(ethoxycarbonyl)-S-methyl sulfoximide in 6.5 ml of ethanol is mixed with 19.1 ml (6.69 mmol) of a 0.35 molar solution of NaOEt in ethanol and stirred under reflux for 5 hours. The batch is stirred overnight at room temperature and then added to a saturated NaCl solution. It is extracted with ethyl acetate, and the combined organic phases are dried (Na2SO4), filtered and concentrate...